This data is from the Open Reaction Database (ORD), a public repository of structured organic reaction records. The task is: describe an organic reaction: reactants, conditions, products, and yield Reactants: C(C1=CC=CC=C1)N1C(=CC2=C1C=C(C=1N2C(=NN1)C)Cl)C (6-benzyl-4-chloro-1,7-dimethyl-6H-pyrrolo[2,3-e][1,2,4]triazolo[4,3-a]pyridine), C1(CC1)CN (cyclopropylmethylamine), C(=O)([O-])[O-].[Cs+].[Cs+] (Cs2CO3), O (water). Reagents/catalysts: CC(C)C1=CC(=C(C(=C1)C(C)C)C2=C(C=CC(=C2P(C(C)(C)C)C(C)(C)C)OC)OC)C(C)C.CS(=O)(=O)[O-].C1=CC=C([C-]=C1)C2=CC=CC=C2N.[Pd+2] (tBuBrettPhos Pd G3). Solvent: CN1C(CCC1)=O (N-methylpyrrolidinone). Run at temperature 100 celsius. The product is C(C1=CC=CC=C1)N1C(=CC2=C1C=C(C=1N2C(=NN1)C)NCC1CC1)C (6-Benzyl-N-(cyclopropylmethyl)-1,7-dimethyl-6H-pyrrolo[2,3-e][1,2,4]triazolo[4,3-a]pyridin-4-amine). Reaction SMILES: [CH2:1]([N:8]1[C:12]2[CH:13]=[C:14](Cl)[C:15]3[N:16]([C:17]([CH3:20])=[N:18][N:19]=3)[C:11]=2[CH:10]=[C:9]1[CH3:22])[C:2]1[CH:7]=[CH:6][CH:5]=[CH:4][CH:3]=1.[CH:23]1([CH2:26][NH2:27])[CH2:25][CH2:24]1.C([O-])([O-])=O.[Cs+].[Cs+].O>CN1CCCC1=O.CC(C1C=C(C(C)C)C(C2C(P(C(C)(C)C)C(C)(C)C)=C(OC)C=CC=2OC)=C(C(C)C)C=1)C.CS([O-])(=O)=O.C1C=[C-]C(C2C(N)=CC=CC=2)=CC=1.[Pd+2]>[CH2:1]([N:8]1[C:12]2[CH:13]=[C:14]([NH:27][CH2:26][CH:23]3[CH2:25][CH2:24]3)[C:15]3[N:16]([C:17]([CH3:20])=[N:18][N:19]=3)[C:11]=2[CH:10]=[C:9]1[CH3:22])[C:2]1[CH:7]=[CH:6][CH:5]=[CH:4][CH:3]=1 |f:2.3.4,7.8.9.10|. Procedure details: A suspension of 6-benzyl-4-chloro-1,7-dimethyl-6H-pyrrolo[2,3-e][1,2,4]triazolo[4,3-a]pyridine (20.0 mg, 0.0644 mmol, from Step 7), cyclopropylmethylamine (51 μL, 0.60 mmol, Aldrich), tBuBrettPhos Pd G3 (6.5 mg, 0.0076 mmol, Aldrich) and Cs2CO3 (0.045 g, 0.14 mmol) in N-methylpyrrolidinone (0.3 mL) and water (0.030 g) was degassed and heated at 100° C. for 4.5 h, after which time the reaction mixture was filtered and the product was purified by preparative HPLC-MS (Waters XBridge C18, eluting wi... Starting materials: C(C)(=O)NC=1C=CC(=C(C1)NC(C(C)(C)C)=O)NCC1CCOCC1 (N-{5-(acetylamino)-2-[(tetrahydro-2H-pyran-4-ylmethyl)amino]phenyl}-2,2-dimethylpropanamide). Solvent: CC(=O)O (AcOH). Conditions: temperature 120 celsius. The product is C(C)(C)(C)C1=NC2=C(N1CC1CCOCC1)C=CC(=C2)NC(C)=O (N-[2-tert-Butyl-1-(tetrahydro-2H-pyran-4-ylmethyl)-1H-benzimidazol-5-yl]acetamide). RXN SMILES: [C:1]([NH:4][C:5]1[CH:6]=[CH:7][C:8]([NH:18][CH2:19][CH:20]2[CH2:25][CH2:24][O:23][CH2:22][CH2:21]2)=[C:9]([NH:11][C:12](=O)[C:13]([CH3:16])([CH3:15])[CH3:14])[CH:10]=1)(=[O:3])[CH3:2]>CC(O)=O>[C:13]([C:12]1[N:18]([CH2:19][CH:20]2[CH2:25][CH2:24][O:23][CH2:22][CH2:21]2)[C:8]2[CH:7]=[CH:6][C:5]([NH:4][C:1](=[O:3])[CH3:2])=[CH:10][C:9]=2[N:11]=1)([CH3:16])([CH3:15])[CH3:14]. Reported procedure: N-{5-(acetylamino)-2-[(tetrahydro-2H-pyran-4-ylmethyl)amino]phenyl}-2,2-dimethylpropanamide (33.1 g, 95.3 mmol) was dissolved in AcOH (250 mL). The solution was heated at 120° C. for 8 h. Upon evaporation of the solvent, the residue was dissolved in EtOAc (500 mL), washed with 2N NaOH (3×50 mL), brine (50 mL) and dried over anhydrous Na2SO4. The crude product was recrystallized from EtOAc. Yield: 29.0 g (92%). 1H NMR (400 MHz, CHLOROFORM-D): δ 1.48-1.54 (m, 4 H), 1.56 (s, 9 H), 2.20 (s, 3 H), 2.... Starting materials: C(C)(C)(C)OC(=O)N1C[C@H]([C@@H](C1)CO)C(O[SiH2]C(C)(C)C)(C)C ((3S*,4S*)-3-(tert-butyl-dimethyl-silanyloxymethyl)-4-hydroxymethyl-pyrrolidine-1-carboxylic acid tert-butyl ester), CC#N.O (CH3CN H2O), CC(=O)OI1(C=2C=CC=CC2C(=O)O1)(OC(=O)C)OC(=O)C (Dess-Martin periodinane), C(=O)OC(C)(C)C (H-Boc). Run in O (H2O), CC#N (CH3CN), CC#N (CH3CN), C(Cl)Cl (CH2Cl2), C(Cl)Cl (CH2Cl2). The product is C(C)(C)(C)OC(=O)N1C[C@H]([C@@H](C1)C=O)C(O[SiH2]C(C)(C)C)(C)C ((3S*,4S*)-3-(tert-Butyl-dimethyl-silanyloxymethyl)-4-formyl-pyrrolidine-1-carboxylic acid tert-butyl ester). RXN SMILES: [C:1]([O:5][C:6]([N:8]1[CH2:12][C@@H:11]([CH2:13][OH:14])[C@H:10]([C:15]([CH3:23])([CH3:22])[O:16][SiH2:17][C:18]([CH3:21])([CH3:20])[CH3:19])[CH2:9]1)=[O:7])([CH3:4])([CH3:3])[CH3:2].CC(OI1(OC(C)=O)(OC(C)=O)OC(=O)C2C=CC=CC1=2)=O.C(OC(C)(C)C)=O.CC#N.O>C(Cl)Cl.O.CC#N>[C:1]([O:5][C:6]([N:8]1[CH2:12][C@@H:11]([CH:13]=[O:14])[C@H:10]([C:15]([CH3:23])([CH3:22])[O:16][SiH2:17][C:18]([CH3:21])([CH3:20])[CH3:19])[CH2:9]1)=[O:7])([CH3:3])([CH3:4])[CH3:2] |f:3.4|. Procedure details: The title compound is prepared in a similar manner as described for Example 9/reaction step E, from (3S*,4S*)-3-(tert-butyl-dimethyl-silanyloxymethyl)-4-hydroxymethyl-pyrrolidine-1-carboxylic acid tert-butyl ester (10.4 g, 58.9 mmol) and Dess-Martin periodinane (25.0 g, 58.9 mmol) in CH2Cl2 (150 mL), slowly wet CH2Cl2 (1.17 mL of water in 150 mL of CH2Cl2) as colorless oil. MS: 244.2 [M+H-Boc]+. tR (HPLC, C18 column, 5-100% CH3CN/H2O/6 min, 100% CH3CN/2 min, CH3CN and H2O containing 0.1% TFA, fl... Starting materials: ClC1=C(C(=O)NC2=CC(=CC=C2)OC2=C(C3=C(N=C(S3)NC(=O)C3CC3)C=C2)C#N)C=CC=C1C(C)(C)C#N (2-chloro-N-[3-({7-cyano-2-[(cyclopropylcarbonyl)amino]-1,3-benzothiazol-6-yl}oxy)phenyl]-3-(1-cyano-1-methylethyl)benzamide), N1=CC=CC=C1 (pyridine), C(C)(=O)Cl (acetyl chloride). The solvent is O1CCCC1 (tetrahydrofuran). Conditions: time 2 hour. The product is C(C)(=O)NC=1SC2=C(N1)C=CC(=C2C#N)OC=2C=C(C=CC2)NC(C2=C(C(=CC=C2)C(C)(C)C#N)Cl)=O (N-(3-{[2-(acetylamino)-7-cyano-1,3-benzothiazol-6-yl]oxy}phenyl)-2-chloro-3-(1-cyano-1-methylethyl)benzamide). Isolated yield 57.5%. RXN SMILES: [Cl:1][C:2]1[C:34]([C:35]([C:38]#[N:39])([CH3:37])[CH3:36])=[CH:33][CH:32]=[CH:31][C:3]=1[C:4]([NH:6][C:7]1[CH:12]=[CH:11][CH:10]=[C:9]([O:13][C:14]2[CH:28]=[CH:27][C:17]3[N:18]=[C:19]([NH:21][C:22]([CH:24]4CC4)=[O:23])[S:20][C:16]=3[C:15]=2[C:29]#[N:30])[CH:8]=1)=[O:5].N1C=CC=CC=1.C(Cl)(=O)C>O1CCCC1>[C:22]([NH:21][C:19]1[S:20][C:16]2[C:15]([C:29]#[N:30])=[C:14]([O:13][C:9]3[CH:8]=[C:7]([NH:6][C:4](=[O:5])[C:3]4[CH:31]=[CH:32][CH:33]=[C:34]([C:35]([C:38]#[N:39])([CH3:37])[CH3:36])[C:2]=4[Cl:1])[CH:12]=[CH:11][CH:10]=3)[CH:28]=[CH:27][C:17]=2[N:18]=1)(=[O:23])[CH3:24]. Procedure details: To a solution of N-{3-[(2-amino-7-cyano-1,3-benzothiazol-6-yl)oxy]phenyl}-2,2,2-trifluoroacetamide (8.0 g, 21.1 mmol) produced in Example 3 (iv) in tetrahydrofuran (100 mL) were added pyridine (20 mL, 250 mmol) and acetyl chloride (1.8 mL, 25.3 mmol), and the mixture was stirred at room temperature for 2 hr. Insoluble material was filtered off, and the filtrate was diluted with ethyl acetate (500 mL). The obtained solution was washed successively with 5% aqueous sodium hydrogen carbonate solutio... The reactants are CN1C(N(C=2C(C1=O)=C(N(C2)CC2=CC=CC1=CC=CC=C21)SCCCC#N)CC(C)C)=O (4-[(2,3,4,6-Tetrahydro-3-methyl-1-(2-methylpropyl)-6-(1-naphthalenylmethyl)-2,4-dioxo-1H-pyrrolo[3,4-d]pyrimidin-5-yl)thio]butanenitrile), CN1C(N(C=2C(C1=O)=C(N(C2)CC2=CC=CC1=CC=CC=C21)SCCCC#N)CC(C)C)=O (4[(2,3,4,6-tetrahydro-3-methyl-1-(2-methylpropyl)-6-(1-naphthalenylmethyl)-2,4dioxo-1H-pyrrolo[3,4-d]pyrimidin-5-yl)thio]butanenitrile), C[Sn](C)(C)N=[N+]=[N-] (trimethyltin azide). The solvent is C1(=CC=CC=C1)C (toluene). Yields the product N1N=NN=C1CCCSC=1N(C=C2N(C(N(C(C21)=O)C)=O)CC(C)C)CC2=CC=CC1=CC=CC=C21 (5-[(3-{1H-Tetrazol-5-yl}propyl)thio]-3-methyl-1-(2-methylpropyl)-6-(1-naphthalenylmethyl)-1H-pyrrolo-[3,4-d]pyrimidine-2,4(3H,6H)-dione). As a reaction SMILES: [CH3:1][N:2]1[C:7](=[O:8])[C:6]2=[C:9]([S:23][CH2:24][CH2:25][CH2:26][C:27]#[N:28])[N:10]([CH2:12][C:13]3[C:22]4[C:17](=[CH:18][CH:19]=[CH:20][CH:21]=4)[CH:16]=[CH:15][CH:14]=3)[CH:11]=[C:5]2[N:4]([CH2:29][CH:30]([CH3:32])[CH3:31])[C:3]1=[O:33].C[Sn]([N:38]=[N+:39]=[N-:40])(C)C>C1(C)C=CC=CC=1>[NH:38]1[C:27]([CH2:26][CH2:25][CH2:24][S:23][C:9]2[N:10]([CH2:12][C:13]3[C:22]4[C:17](=[CH:18][CH:19]=[CH:20][CH:21]=4)[CH:16]=[CH:15][CH:14]=3)[CH:11]=[C:5]3[C:6]=2[C:7](=[O:8])[N:2]([CH3:1])[C:3](=[O:33])[N:4]3[CH2:29][CH:30]([CH3:31])[CH3:32])=[N:28][N:40]=[N:39]1. Procedure: The compound of Example 18, 4[(2,3,4,6-tetrahydro-3-methyl-1-(2-methylpropyl)-6-(1-naphthalenylmethyl)-2,4dioxo-1H-pyrrolo[3,4-d]pyrimidin-5-yl)thio]butanenitrile (98 mg) was dissolved in toluene (20 ml) and trimethyltin azide (100 mg) was added. The solution was heated under reflux for 110 hours, then the solvent was evaporated and the residue was chromatographed, eluting with ethanol:dichloromethane (1:19), to give the title compound (30 mg). Reported procedure: A mixture of ethyl 3-bromo-4-cyanobenzoate (0.82 g, 3.24 mmol), 1,1-dimethylethyl(trans-4-aminocyclohexyl)carbamate (0.69 g, 3.24 mmol), tris(dibenzylideneacetone)dipalladium(0) (0.148 g, 0.16 mmol), XANTPHOS (0.19 g, 0.32 mmol) and cesium carbonate (1.48 g, 4.54 mmol) in dioxane (13 mL) was refluxed for 15 hours. On cooling to room temperature, the mixture was filtered through Celite, concentrated, and purified by silica gel column chromatography using hexanes:ethyl acetate from 5:1 to 4:1 to a... As a reaction SMILES: Br[C:2]1[CH:3]=[C:4]([CH:10]=[CH:11][C:12]=1[C:13]#[N:14])[C:5]([O:7][CH2:8][CH3:9])=[O:6].CC([N:19]([C@H:23]1[CH2:28][CH2:27][C@H:26]([NH2:29])[CH2:25][CH2:24]1)[C:20](=[O:22])[O-:21])(C)C.[CH3:30][C:31]1(C)[C:57]2C(=C(P(C3C=CC=CC=3)C3C=CC=CC=3)C=CC=2)OC2C(P(C3C=CC=CC=3)C3C=CC=CC=3)=CC=C[C:32]1=2.C(=O)([O-])[O-].[Cs+].[Cs+]>O1CCOCC1.C1C=CC(/C=C/C(/C=C/C2C=CC=CC=2)=O)=CC=1.C1C=CC(/C=C/C(/C=C/C2C=CC=CC=2)=O)=CC=1.C1C=CC(/C=C/C(/C=C/C2C=CC=CC=2)=O)=CC=1.[Pd].[Pd].C(OCC)(=O)C>[C:13]([C:12]1[CH:11]=[CH:10][C:4]([C:5]([O:7][CH2:8][CH3:9])=[O:6])=[CH:3][C:2]=1[NH:29][C@H:26]1[CH2:25][CH2:24][C@H:23]([NH:19][C:20]([O:21][C:31]([CH3:57])([CH3:32])[CH3:30])=[O:22])[CH2:28][CH2:27]1)#[N:14] |f:3.4.5,7.8.9.10.11|. Reagents/catalysts: C=1C=CC(=CC1)/C=C/C(=O)/C=C/C2=CC=CC=C2.C=1C=CC(=CC1)/C=C/C(=O)/C=C/C2=CC=CC=C2.C=1C=CC(=CC1)/C=C/C(=O)/C=C/C2=CC=CC=C2.[Pd].[Pd] (tris(dibenzylideneacetone)dipalladium(0)). The product is C(#N)C1=C(C=C(C(=O)OCC)C=C1)N[C@@H]1CC[C@H](CC1)NC(=O)OC(C)(C)C (ethyl 4-cyano-3-{[trans-4-({[(1,1-dimethylethyl)oxy]carbonyl}amino)cyclohexyl]amino}benzoate). The yield is 298.4%. Starting materials: BrC=1C=C(C(=O)OCC)C=CC1C#N (ethyl 3-bromo-4-cyanobenzoate), CC(C)(C)N(C([O-])=O)[C@@H]1CC[C@H](CC1)N (1,1-dimethylethyl(trans-4-aminocyclohexyl)carbamate), CC1(C2=C(C(=CC=C2)P(C3=CC=CC=C3)C4=CC=CC=C4)OC5=C(C=CC=C51)P(C6=CC=CC=C6)C7=CC=CC=C7)C (XANTPHOS), C([O-])([O-])=O.[Cs+].[Cs+] (cesium carbonate). The solvent is O1CCOCC1 (dioxane), C(C)(=O)OCC (ethyl acetate). Reactants: C(O)([O-])=O.[Na+] (sodium hydrogencarbonate), OC1=CC2=C(CCCC(C2)N(C[C@@H](COC2=CC=CC=C2)O[Si](CC)(CC)CC)C(=O)OC(C)(C)C)C=C1 (N-(3-hydroxy-6,7,8,9-tetrahydro-5H-benzocyclohepten-6-yl)-N-[(2S)-3-phenoxy-2-(triethylsilyloxy)propyl]-tert-butoxycarbonylamine), C(C)(C)Br (isopropyl bromide), [OH-].[K+] (potassium hydroxide). The solvent is CS(=O)C (dimethylsulfoxide). Reaction conditions: time 1 hour. The product is C(C)(C)OC1=CC2=C(CCCC(C2)N(C[C@@H](COC2=CC=CC=C2)O[Si](CC)(CC)CC)C(=O)OC(C)(C)C)C=C1 (N-(3-isopropoxy-6,7,8,9-tetrahydro-5H-benzocyclohepten-6-yl)-N-[(2S)-3-phenoxy-2-(triethylsilyloxy)propyl]-tert-butoxycarbonylamine). Reaction SMILES: [OH-].[K+].[OH:3][C:4]1[CH:40]=[CH:39][C:7]2[CH2:8][CH2:9][CH2:10][CH:11]([N:13]([C:32]([O:34][C:35]([CH3:38])([CH3:37])[CH3:36])=[O:33])[CH2:14][C@H:15]([O:24][Si:25]([CH2:30][CH3:31])([CH2:28][CH3:29])[CH2:26][CH3:27])[CH2:16][O:17][C:18]3[CH:23]=[CH:22][CH:21]=[CH:20][CH:19]=3)[CH2:12][C:6]=2[CH:5]=1.[CH:41](Br)([CH3:43])[CH3:42].C(=O)([O-])O.[Na+]>CS(C)=O>[CH:41]([O:3][C:4]1[CH:40]=[CH:39][C:7]2[CH2:8][CH2:9][CH2:10][CH:11]([N:13]([C:32]([O:34][C:35]([CH3:37])([CH3:36])[CH3:38])=[O:33])[CH2:14][C@H:15]([O:24][Si:25]([CH2:28][CH3:29])([CH2:26][CH3:27])[CH2:30][CH3:31])[CH2:16][O:17][C:18]3[CH:19]=[CH:20][CH:21]=[CH:22][CH:23]=3)[CH2:12][C:6]=2[CH:5]=1)([CH3:43])[CH3:42] |f:0.1,4.5|. Reported procedure: Under nitrogen, to dimethylsulfoxide (3 ml) was added potassium hydroxide (31 mg) at room temperature, and the suspension was stirred at the same temperature for 1 hour. To this one were added N-(3-hydroxy-6,7,8,9-tetrahydro-5H-benzocyclohepten-6-yl)-N-[(2S)-3-phenoxy-2-(triethylsilyloxy)propyl]-tert-butoxycarbonylamine (150 mg) and isopropyl bromide (78 μl), and the mixture was stirred at room temperature for 3 hours. The resulting mixture was poured into aqueous 10% sodium hydrogencarbonate, a... Reactants: C[Si](C#CC(C)=O)(C)C (4-(trimethylsilyl)but-3-yn-2-one), [Cl-].[NH4+] (ammonium chloride), IC1=NN(C=C1)C (3-iodo-1-methyl-1H-pyrazole), C(C)[Mg]Br (ethylmagnesium bromide), solution. Run in C(Cl)Cl (DCM), C(Cl)Cl (DCM), C1CCOC1 (THF). Reaction conditions: time 30 minute. The product is CN1N=C(C=C1)C(C)(C#C[Si](C)(C)C)O (2-(1-methyl-1H-pyrazol-3-yl)-4-(trimethylsilyl)but-3-yn-2-ol). RXN SMILES: I[C:2]1[CH:6]=[CH:5][N:4]([CH3:7])[N:3]=1.C([Mg]Br)C.[CH3:12][Si:13]([CH3:20])([CH3:19])[C:14]#[C:15][C:16](=[O:18])[CH3:17].[Cl-].[NH4+]>C(Cl)Cl.C1COCC1>[CH3:7][N:4]1[CH:5]=[CH:6][C:2]([C:16]([OH:18])([C:15]#[C:14][Si:13]([CH3:20])([CH3:19])[CH3:12])[CH3:17])=[N:3]1 |f:3.4|. Reported procedure: To a solution of 3-iodo-1-methyl-1H-pyrazole (378 mg, 1.82 mmol) in dry DCM (15 mL) at 0° C. under an atmosphere of nitrogen, was introduced ethylmagnesium bromide (2.0 mL of a 1.0M solution in THF, 2.0 mmol). After 30 minutes at 0° C., the reaction mixture was warmed to RT for 15 minutes, then introduced to a solution of 4-(trimethylsilyl)but-3-yn-2-one (0.37 ml, 2.18 mmol) in dry DCM (5 ml) at 0° C. under an atmosphere of nitrogen. The reaction mixture was warmed to RT for 16 hr. Following add...